Dataset: the Open Reaction Database (ORD), a public repository of structured organic reaction records. Task: describe an organic reaction: reactants, conditions, products, and yield Reactants: OC=1C(NN=C(C1)CCC1=CC=CC=C1)=O (4-hydroxy-6-(2-phenylethyl)pyridazin-3(2H)-one), C(C1=CC=CC=C1)OC=1N=NC(=CC1OCC1=CC=CC=C1)CC1=CC=C(C=C1)C (3,4-bis(benzyloxy)-6-[(4-methylphenyl)methyl]pyridazine), C(C1=CC=CC=C1)OC=1N=NC(=CC1OCC1=CC=CC=C1)CC1=CC=C(C=C1)C (3,4-bis(benzyloxy)-6-[(4-methylphenyl)methyl]pyridazine), O1CCCC1 (tetrahydrofuran). The solvent is C(C)(=O)OCC (ethyl acetate). The product is CC1=CC=C(CC=2C=C(C(NN2)=O)O)C=C1 (6-(4-Methylbenzyl)-4-hydroxypyridazin-3(2H)-one). RXN SMILES: OC1C(=O)NN=C(CCC2C=CC=CC=2)C=1.C([O:24][C:25]1[N:26]=[N:27][C:28]([CH2:39][C:40]2[CH:45]=[CH:44][C:43]([CH3:46])=[CH:42][CH:41]=2)=[CH:29][C:30]=1[O:31]CC1C=CC=CC=1)C1C=CC=CC=1.O1CCCC1>C(OCC)(=O)C>[CH3:46][C:43]1[CH:42]=[CH:41][C:40]([CH2:39][C:28]2[CH:29]=[C:30]([OH:31])[C:25](=[O:24])[NH:26][N:27]=2)=[CH:45][CH:44]=1. Procedure: Prepared in the same way as 4-hydroxy-6-(2-phenylethyl)pyridazin-3(2H)-one (Example 1) from 3,4-bis(benzyloxy)-6-[(4-methylphenyl)methyl]pyridazine (Intermediate 56) except that the solvent mixture used for the hydrogenation was made up of tetrahydrofuran and ethyl acetate and the product was recrystallised from a mixture of ethyl acetate and heptanes. Reactants: ClCCC(=O)N1C2=C(NC(C3=C1C=CC=C3)=O)C=CC=N2 (11-(3-chloropropionyl)-5,11-dihydro-6H-pyrido-[2,3-b][1,4]-benzodiazepine-6-one), C(C1=CC=CC=C1)N1CCNCC1 (1-benzyl-piperazine). Run in C(C)(C)O (isopropanol). Product: C(C1=CC=CC=C1)N1CCN(CC1)CCC(=O)N1C2=C(NC(C3=C1C=CC=C3)=O)C=CC=N2 (11-[3-(4-benzyl-1-piperazinyl)-propionyl]-5,11-dihydro-6H-pyrido-[2,3-b][1,4]-benzodiazepine-6-one). Yield: 78.0%. Reaction SMILES: Cl[CH2:2][CH2:3][C:4]([N:6]1[C:12]2[CH:13]=[CH:14][CH:15]=[CH:16][C:11]=2[C:10](=[O:17])[NH:9][C:8]2[CH:18]=[CH:19][CH:20]=[N:21][C:7]1=2)=[O:5].[CH2:22]([N:29]1[CH2:34][CH2:33][NH:32][CH2:31][CH2:30]1)[C:23]1[CH:28]=[CH:27][CH:26]=[CH:25][CH:24]=1>C(O)(C)C>[CH2:22]([N:29]1[CH2:34][CH2:33][N:32]([CH2:2][CH2:3][C:4]([N:6]2[C:12]3[CH:13]=[CH:14][CH:15]=[CH:16][C:11]=3[C:10](=[O:17])[NH:9][C:8]3[CH:18]=[CH:19][CH:20]=[N:21][C:7]2=3)=[O:5])[CH2:31][CH2:30]1)[C:23]1[CH:24]=[CH:25][CH:26]=[CH:27][CH:28]=1. Procedure details: A mixture of 8.0 g of 11-(3-chloropropionyl)-5,11-dihydro-6H-pyrido-[2,3-b][1,4]-benzodiazepine-6-one and 30 ml of 1-benzyl-piperazine in 100 ml of isopropanol was refluxed for 1 hour. Then, the mixture was evaporated in vacuo to dryness and the residue was treated with sodium hydroxide solution. The base was extracted therefrom with chloroform and the chloroform extract was distilled to dryness. The residue was crystallized from xylene to obtain a 78% yield of 11-[3-(4-benzyl-1-piperazinyl)-pro... The reactants are S(=O)(=O)(O)O.CSC(N)=N (S-Methylisothiourea sulfate), CN(C)C=C1CN(CCC1=O)C(=O)OC(C)(C)C (tert-butyl 3-((dimethylamino)-methylene)-4-oxopiperidine-1-carboxylate), [OH-].[Na+] (NaOH). Run in O (water), O (water). Reaction conditions: time 1 hour. Product: CSC=1N=CC2=C(N1)CCN(C2)C(=O)OC(C)(C)C (tert-Butyl 2-(methylthio)-7,8-dihydropyrido[4,3-d]pyrimidine-6(5H)-carboxylate). Yield: 40.0%. As a reaction SMILES: S(O)(O)(=O)=O.[CH3:6][S:7][C:8](=[NH:10])[NH2:9].CN([CH:14]=[C:15]1[C:20](=O)[CH2:19][CH2:18][N:17]([C:22]([O:24][C:25]([CH3:28])([CH3:27])[CH3:26])=[O:23])[CH2:16]1)C.[OH-].[Na+]>O>[CH3:6][S:7][C:8]1[N:9]=[CH:14][C:15]2[CH2:16][N:17]([C:22]([O:24][C:25]([CH3:28])([CH3:27])[CH3:26])=[O:23])[CH2:18][CH2:19][C:20]=2[N:10]=1 |f:0.1,3.4|. Procedure details: S-Methylisothiourea sulfate (16.44 g, 59.06 mmol, 1.5 eq.) and tert-butyl 3-((dimethylamino)-methylene)-4-oxopiperidine-1-carboxylate (10.0 g, 39.37 mmol, 1.0 eq.) were taken up in water (40 ml); 1 M NaOH solution (50 ml) was added and stirring was carried out for 1 hour at 80° C. After monitoring by TLC, the reaction mixture was diluted with water (100 ml) and extracted with DCM (2×150 ml). The combined org. phases were washed with sat. NaCl solution (100 ml), dried over sodium sulfate, concent... Reactants: N1(C=NC=C1)C1=NC(=NC(=N1)N(C1=CC=C(C=C1)[N+](=O)[O-])C)N1CCOCC1 (2-(1-Imidazolyl)-4-[N-methyl-N-(4-nitrophenyl)amino]-6-morpholino-1,3,5-triazine). Reagents/catalysts: [Pt]=O (platinum oxide). The solvent is C(C)(=O)O (acetic acid). Yields the product NC1=CC=C(C=C1)N(C)C1=NC(=NC(=N1)N1C=NC=C1)N1CCOCC1 (2-[N-(4-Aminophenyl)-N-methylamino]-4-(1-imidazolyl)-6-morpholino-1,3,5-triazine). Isolated yield 34.5%. Reaction SMILES: [N:1]1([C:6]2[N:11]=[C:10]([N:12]([CH3:22])[C:13]3[CH:18]=[CH:17][C:16]([N+:19]([O-])=O)=[CH:15][CH:14]=3)[N:9]=[C:8]([N:23]3[CH2:28][CH2:27][O:26][CH2:25][CH2:24]3)[N:7]=2)[CH:5]=[CH:4][N:3]=[CH:2]1>C(O)(=O)C.[Pt]=O>[NH2:19][C:16]1[CH:15]=[CH:14][C:13]([N:12]([C:10]2[N:11]=[C:6]([N:1]3[CH:5]=[CH:4][N:3]=[CH:2]3)[N:7]=[C:8]([N:23]3[CH2:28][CH2:27][O:26][CH2:25][CH2:24]3)[N:9]=2)[CH3:22])=[CH:18][CH:17]=1. Procedure: 2-(1-Imidazolyl)-4-[N-methyl-N-(4-nitrophenyl)amino]-6-morpholino-1,3,5-triazine (115 mg, 0.30 mmol) was dissolved in acetic acid (10 ml) and was catalytically reduced with platinum oxide at room temperature under normal pressure. The reaction mixture was filtered and was evaporated under reduced pressure. The obtained residue was added with dichloromethane and aqueous solution of saturated sodium bicarbonate, and then was shaken for mixing. The organic layer was separated from the mixture, wash... The reactants are NCCCSC1=CN=C(S1)NC(=O)N1CC2(CN(CC2)C(=O)OC)C2=CC(=CC=C12)Cl (methyl 1-((5-((3-aminopropyl)thio)thiazol-2-yl)carbamoyl)-5-chlorospiro[indoline-3,3′-pyrrolidine]-1′-carboxylate), ClC(=O)OC (methyl chloroformate). Product: ClC=1C=C2C(=CC1)N(CC21CN(CC1)C(=O)OC)C(NC=1SC(=CN1)SCCCNC(=O)OC)=O (methyl 5-chloro-1-((5-((3-((methoxycarbonyl)amino)propyl)thio)thiazol-2-yl)carbamoyl)spiro[indoline-3,3′-pyrrolidine]-1′-carboxylate). Reaction SMILES: [NH2:1][CH2:2][CH2:3][CH2:4][S:5][C:6]1[S:10][C:9]([NH:11][C:12]([N:14]2[C:30]3[C:25](=[CH:26][C:27]([Cl:31])=[CH:28][CH:29]=3)[C:16]3([CH2:20][CH2:19][N:18]([C:21]([O:23][CH3:24])=[O:22])[CH2:17]3)[CH2:15]2)=[O:13])=[N:8][CH:7]=1.Cl[C:33]([O:35][CH3:36])=[O:34]>>[Cl:31][C:27]1[CH:26]=[C:25]2[C:16]3([CH2:20][CH2:19][N:18]([C:21]([O:23][CH3:24])=[O:22])[CH2:17]3)[CH2:15][N:14]([C:12](=[O:13])[NH:11][C:9]3[S:10][C:6]([S:5][CH2:4][CH2:3][CH2:2][NH:1][C:33]([O:35][CH3:36])=[O:34])=[CH:7][N:8]=3)[C:30]2=[CH:29][CH:28]=1. Procedure details: The captioned compound was obtained in the form of a white solid by performing the same reactions and/or treatments as those in Example 3, with the exceptions that the methyl 1-((5-((3-aminopropyl)thio)thiazol-2-yl)carbamoyl)-5-chlorospiro[indoline-3,3′-pyrrolidine]-1′-carboxylate obtained in Step 1 of Example 454 was used instead of 5-bromo-N-(5-chlorothiazol-2-yl)spiro[indoline-3,3′-pyrrolidine]-1-carboxamide, and that methyl chloroformate was used instead of acetyl chloride. Reactants: ice, O-Benzotriazol-1-yl-N,N,N′N′-tetramethyluronium tetrafluoroborate, C(C)(C)N(CC)C(C)C (diisopropylethylamine), FC1=C(C=C(C=C1)CC1=NNC(C2=CC=CC=C12)=O)NC(=O)CCCC(=O)O (4-[2-fluoro-5-(4-oxo-3,4-dihydrophthalazin-1-ylmethyl)phenylcarbamoyl]butyric acid). The solvent is CN(C=O)C (dimethylformamide). Reaction conditions: time 50 hour. The product is FC1=C(C=C(C=C1)CC1=NNC(C2=CC=CC=C12)=O)N1C(CCCC1=O)=O (1-[2-Fluoro-5-(4-oxo-3,4-dihydrophthalazin-1-ylmethyl)phenyl]piperidine-2,6-dione). The yield is 65.2%. RXN SMILES: C(N(C(C)C)CC)(C)C.[F:10][C:11]1[CH:16]=[CH:15][C:14]([CH2:17][C:18]2[C:27]3[C:22](=[CH:23][CH:24]=[CH:25][CH:26]=3)[C:21](=[O:28])[NH:20][N:19]=2)=[CH:13][C:12]=1[NH:29][C:30]([CH2:32][CH2:33][CH2:34][C:35]([OH:37])=O)=[O:31]>CN(C)C=O>[F:10][C:11]1[CH:16]=[CH:15][C:14]([CH2:17][C:18]2[C:27]3[C:22](=[CH:23][CH:24]=[CH:25][CH:26]=3)[C:21](=[O:28])[NH:20][N:19]=2)=[CH:13][C:12]=1[N:29]1[C:30](=[O:31])[CH2:32][CH2:33][CH2:34][C:35]1=[O:37]. Reported procedure: O-Benzotriazol-1-yl-N,N,N′N′-tetramethyluronium tetrafluoroborate (0.087 g, 0.27 mmol) and diisopropylethylamine (0.079 ml, 0.46 mmol) were added sequentially at ambient temperature to a stirred solution of 4-[2-fluoro-5-(4-oxo-3,4-dihydrophthalazin-1-ylmethyl)phenylcarbamoyl]butyric acid (0.08 g, 0.21 mmol) in dimethylformamide (2 ml), the mixture was stirred at ambient temperature for 50 hours, then it was added dropwise to ice-cold water (10 ml). The resulting solid was collected by filtratio... Reactants: C(C)(OCC)(OCC)OCC (triethyl orthoacetate), NC1=C(C(=NN1)S(=O)(=O)NC1=C(C=CC=C1F)F)C(=O)OC (5-amino-N-(2,6-difluorophenyl)-4-methoxycarbonylpyrazole-3-sulphonamide). The reagents and catalysts are C(C)(=O)O (acetic acid). Run in C(C)#N (acetonitrile). The product is FC1=C(C(=CC=C1)F)NS(=O)(=O)C1=NNC(=C1C(=O)OC)N=C(C)OC (N-(2,6-Difluorophenyl)-4-methoxycarbonyl-5-(1-methoxyethylidenamino)pyrazole-3-sulphonamide). RXN SMILES: [NH2:1][C:2]1[NH:6][N:5]=[C:4]([S:7]([NH:10][C:11]2[C:16]([F:17])=[CH:15][CH:14]=[CH:13][C:12]=2[F:18])(=[O:9])=[O:8])[C:3]=1[C:19]([O:21][CH3:22])=[O:20].[C:23](OCC)(OCC)([O:25][CH2:26]C)[CH3:24]>C(O)(=O)C.C(#N)C>[F:18][C:12]1[CH:13]=[CH:14][CH:15]=[C:16]([F:17])[C:11]=1[NH:10][S:7]([C:4]1[C:3]([C:19]([O:21][CH3:22])=[O:20])=[C:2]([N:1]=[C:23]([O:25][CH3:26])[CH3:24])[NH:6][N:5]=1)(=[O:8])=[O:9]. Procedure: 5.0 g (15mmol) 5-amino-N-(2,6-difluorophenyl)-4-methoxycarbonylpyrazole-3-sulphonamide was heated under reflux with 50 ml acetonitrile, 2.1 ml (17.5 mmol) triethyl orthoacetate and 3 drops acetic acid for 8 hours. The undissolved residue was filtered and the filtrate concentrated. The residue was chromatographed with hexane/ethyl acetate over silica gel and recrystallised from ether.